Dataset: the Open Reaction Database (ORD), a public repository of structured organic reaction records. Task: describe an organic reaction: reactants, conditions, products, and yield Reactants: FC=1C=C(C(=O)NC2=CC=C(C3=CC=CC=C23)OC2=NC(=NC=C2)S(=O)(=O)C)C=C(C1)N1CCOCC1 (3-fluoro-N-(4-{[2-(methylsulfonyl)pyrimidin-4-yl]oxy}-1-naphthyl)-5-morpholin-4-ylbenzamide), C(C)OC(=O)N1CCC(CC1)N (4-amino-piperidine-1-carboxylic acid ethyl ester). Product: C(C)OC(=O)N1CCC(CC1)NC1=NC=CC(=N1)OC1=CC=C(C2=CC=CC=C12)NC(C1=CC(=CC(=C1)N1CCOCC1)F)=O (Ethyl-4-{[4-({4-[(3-fluoro-5-morpholin-4-ylbenzoyl)amino]-1-naphthyl}oxy)pyrimidin-2-yl]amino}piperidine-1-carboxylate). RXN SMILES: [F:1][C:2]1[CH:3]=[C:4]([CH:29]=[C:30]([N:32]2[CH2:37][CH2:36][O:35][CH2:34][CH2:33]2)[CH:31]=1)[C:5]([NH:7][C:8]1[C:17]2[C:12](=[CH:13][CH:14]=[CH:15][CH:16]=2)[C:11]([O:18][C:19]2[CH:24]=[CH:23][N:22]=[C:21](S(C)(=O)=O)[N:20]=2)=[CH:10][CH:9]=1)=[O:6].[CH2:38]([O:40][C:41]([N:43]1[CH2:48][CH2:47][CH:46]([NH2:49])[CH2:45][CH2:44]1)=[O:42])[CH3:39]>>[CH2:38]([O:40][C:41]([N:43]1[CH2:44][CH2:45][CH:46]([NH:49][C:21]2[N:20]=[C:19]([O:18][C:11]3[C:12]4[C:17](=[CH:16][CH:15]=[CH:14][CH:13]=4)[C:8]([NH:7][C:5](=[O:6])[C:4]4[CH:29]=[C:30]([N:32]5[CH2:37][CH2:36][O:35][CH2:34][CH2:33]5)[CH:31]=[C:2]([F:1])[CH:3]=4)=[CH:9][CH:10]=3)[CH:24]=[CH:23][N:22]=2)[CH2:47][CH2:48]1)=[O:42])[CH3:39]. Reported procedure: Ethyl-4-{[4-({4-[(3-fluoro-5-morpholin-4-ylbenzoyl)amino]-1-naphthyl}oxy)pyrimidin-2-yl]amino}piperidine-1-carboxylate (Compound B341) Compound is prepared from 3-fluoro-N-(4-{[2-(methylsulfonyl)pyrimidin-4-yl]oxy}-1-naphthyl)-5-morpholin-4-ylbenzamide and 4-amino-piperidine-1-carboxylic acid ethyl ester according to conditions described in general procedure C. Mp: 122-124° C.; 1H NMR (400 MHz, DMSO-d6) δ 1.14 (t, J=6.9 Hz, 3 H), 1.17-1.26 (m, 2 H), 1.73 (bs, 2 H), 2.82 (bs, 2 H), 3.26 (t, J=4.4... As a reaction SMILES: [ClH:1].[NH2:2][CH:3]([CH2:4][c:5]1[cH:6][cH:7][cH:8][cH:9][cH:10]1)[C:11](=[O:12])[NH2:13].[Na+:15].[O:16]=[CH:17][CH2:18][CH2:19][C:20](=[O:21])[O:22][CH2:23][CH:24]([CH3:25])[CH3:26].[OH-:14].[OH2:27]>>[NH:2]1[CH:3]([CH2:4][c:5]2[cH:6][cH:7][cH:8][cH:9][cH:10]2)[C:11](=[O:12])[NH:13][CH:17]1[CH2:18][CH2:19][C:20](=[O:21])[O:22][CH2:23][CH:24]([CH3:25])[CH3:26]. Starting materials: Cl, NC(=O)C(N)Cc1ccccc1, [Na+], CC(C)COC(=O)CCC=O, [OH-], O. The product is CC(C)COC(=O)CCC1NC(=O)C(Cc2ccccc2)N1. Yields the product CCC(=O)CCCCCC(NC(=O)C(=O)N1CCOCC1)C1=NC=C(c2ccc3ccccc3c2)[NH2+]1, O=C([O-])C(F)(F)F. RXN SMILES: [C:18](=[O:19])([OH:20])[C:21](=[O:22])[NH:23][CH:24]([CH2:25][CH2:26][CH2:27][CH2:28][CH2:29][C:30]([CH2:31][CH3:32])=[O:33])[C:34]1=[N:38][CH:37]=[C:36]([c:39]2[cH:40][c:41]3[cH:42][cH:43][cH:44][cH:45][c:46]3[cH:47][cH:48]2)[NH2+:35]1.[CH2:49]1[CH2:50][O:51][CH2:52][CH2:53][NH:54]1.[F:11][C:12]([C:13](=[O:14])[O-:15])([F:16])[F:17].[O:55]=[CH:56][N:57]([CH3:58])[CH3:59].[OH:1][n:2]1[c:3]2[c:4]([cH:5][cH:6][cH:7][cH:8]2)[n:9][n:10]1>>[C:18](=[O:19])([C:21](=[O:22])[NH:23][CH:24]([CH2:25][CH2:26][CH2:27][CH2:28][CH2:29][C:30]([CH2:31][CH3:32])=[O:33])[C:34]1=[N:38][CH:37]=[C:36]([c:39]2[cH:40][c:41]3[cH:42][cH:43][cH:44][cH:45][c:46]3[cH:47][cH:48]2)[NH2+:35]1)[N:54]1[CH2:49][CH2:50][O:51][CH2:52][CH2:53]1.[F:11][C:12]([C:13](=[O:14])[O-:15])([F:16])[F:17]. Reactants: CCC(=O)CCCCCC(NC(=O)C(=O)O)C1=NC=C(c2ccc3ccccc3c2)[NH2+]1, C1COCCN1, O=C([O-])C(F)(F)F, CN(C)C=O, On1nnc2ccccc21. Reactants: O=[O+][O-] (ozone), N1=CC(=CC=C1)CCC(CC=C)O ((±)-6-(3-pyridyl)-hex-1-en-4-ol). The solvent is CO (methanol). Reaction conditions: time 20 hour. Yields the product N1=CC(=CC=C1)CCC(CCO)O ((±)-5-(3-Pyridyl)-1,3-pentanediol). Reaction SMILES: [O:1]=[O+][O-].[N:4]1[CH:9]=[CH:8][CH:7]=[C:6]([CH2:10][CH2:11][CH:12]([OH:16])[CH2:13][CH:14]=C)[CH:5]=1>CO>[N:4]1[CH:9]=[CH:8][CH:7]=[C:6]([CH2:10][CH2:11][CH:12]([OH:16])[CH2:13][CH2:14][OH:1])[CH:5]=1. Procedure details: A mixture of ozone in air was passed through a solution of (±)-6-(3-pyridyl)-hex-1-en-4-ol (1.38 g) in methanol (70 ml) at 0° C. for 2 hours. The solution was flushed with nitrogen for 1 hour then sodium borohydride (2 g) was added portionwise. The mixture was stirred at room temperature for 20 hours and then concentrated under reduced pressure. The residue was purified by column chromatography over silica eluting with methanol:dichloromethane (1:19) and the required fractions concentrated under... Reactants: COC(CC1=CC(=CC=C1)OCC[C@@H](C)NC[C@@H](C)C1=CC=CC=C1)=O ({3-[(R)-3-((S)-2-Phenyl-propylamino)-butoxy]-phenyl}-acetic acid methyl ester), C(C)(=O)O (acetic acid), C(C)(=O)O[BH-](OC(C)=O)OC(C)=O.[Na+] (sodium triacetoxyborohydride), ClC1=C(C=O)C=CC=C1C(F)(F)F (2-chloro-3-trifluoromethylbenzaldehyde). Run in CCCCCC (Hexane), ClCCl (dichloromethane), O (water). The product is COC(CC1=CC(=CC=C1)OCC[C@@H](C)N(C[C@@H](C)C1=CC=CC=C1)CC1=C(C(=CC=C1)C(F)(F)F)Cl)=O ((3-{(R)-3-[(2-Chloro-3-trifluoromethyl-benzyl)-((S)-2-phenyl-propyl)-amino]-butoxy}-phenyl)-acetic acid methyl ester). Isolated yield 26.8%. As a reaction SMILES: [CH3:1][O:2][C:3](=[O:26])[CH2:4][C:5]1[CH:10]=[CH:9][CH:8]=[C:7]([O:11][CH2:12][CH2:13][C@H:14]([NH:16][CH2:17][C@H:18]([C:20]2[CH:25]=[CH:24][CH:23]=[CH:22][CH:21]=2)[CH3:19])[CH3:15])[CH:6]=1.C(O)(=O)C.[Cl:31][C:32]1[C:39]([C:40]([F:43])([F:42])[F:41])=[CH:38][CH:37]=[CH:36][C:33]=1[CH:34]=O.C(O[BH-](OC(=O)C)OC(=O)C)(=O)C.[Na+]>ClCCl.CCCCCC.O>[CH3:1][O:2][C:3](=[O:26])[CH2:4][C:5]1[CH:10]=[CH:9][CH:8]=[C:7]([O:11][CH2:12][CH2:13][C@H:14]([N:16]([CH2:34][C:33]2[CH:36]=[CH:37][CH:38]=[C:39]([C:40]([F:41])([F:43])[F:42])[C:32]=2[Cl:31])[CH2:17][C@H:18]([C:20]2[CH:21]=[CH:22][CH:23]=[CH:24][CH:25]=2)[CH3:19])[CH3:15])[CH:6]=1 |f:3.4|. Procedure details: To a solution of {3-[(R)-3-((S)-2-Phenyl-propylamino)-butoxy]-phenyl}-acetic acid methyl ester (0.12 g, 0.34 mmol) in dry dichloromethane was added acetic acid followed by 2-chloro-3-trifluoromethylbenzaldehyde (0.1 g, 0.51 mmol) and sodium triacetoxyborohydride (0.149, 0.68 mmol). After the resulting mixture was stirred at room temperature overnight water was added to quench the reaction. The aqueous layer was extracted with ethyl acetate. The combined organic layers was washed with brine, drie... Starting materials: N1C(CCC1)=O (2-pyrrolidinone), ice water, [H-].[Na+] (sodium hydride), ClCC=1C=CC(=C(C1)C(C)=O)O (5'-(chloromethyl)-2'-hydroxyacetophenone), Cl (hydrochloric acid). Run in CN(C=O)C (dimethylformamide), CN(C=O)C (dimethylformamide), CN(C=O)C (dimethylformamide). Reaction conditions: time 30 minute. Yields the product C(C)(=O)C=1C=C(C=CC1O)CN1C(CCC1)=O (1[(3-Acetyl-4-hydroxyphenyl)methyl]-2-pyrrolidinone). Yield: 82.3%. As a reaction SMILES: [H-].[Na+].[NH:3]1[CH2:7][CH2:6][CH2:5][C:4]1=[O:8].Cl[CH2:10][C:11]1[CH:12]=[CH:13][C:14]([OH:20])=[C:15]([C:17](=[O:19])[CH3:18])[CH:16]=1.Cl>CN(C)C=O>[C:17]([C:15]1[CH:16]=[C:11]([CH2:10][N:3]2[CH2:7][CH2:6][CH2:5][C:4]2=[O:8])[CH:12]=[CH:13][C:14]=1[OH:20])(=[O:19])[CH3:18] |f:0.1|. Reported procedure: To a suspension of sodium hydride (60% dispersion in mineral oil, 0.80 g, 20.0 mmol) in 15 mL dry dimethylformamide under argon, cooled in an ice-bath was added dropwise a solution of 2-pyrrolidinone (1.70 g, 20.0 mmol) in 5 mL dimethylformamide. The ice-bath was removed, the mixture was stirred 30 minutes, and a solution of 5'-(chloromethyl)-2'-hydroxyacetophenone (1.85 g, 10.0 mmol) in 5 mL dimethylformamide was added dropwise. The mixture was stirred four hours, poured into 75 mL ice water, a... Procedure: The title compound was prepared as a white solid from 2-iso-propyl-thiazole and 1,4-dioxa-spiro[4.5]decan-8-one using the procedure described in Step A of Example 33. Reaction SMILES: [CH:1]([C:4]1[S:5][CH:6]=[CH:7][N:8]=1)([CH3:3])[CH3:2].[O:9]1[C:13]2([CH2:18][CH2:17][C:16](=[O:19])[CH2:15][CH2:14]2)[O:12][CH2:11][CH2:10]1>>[CH:1]([C:4]1[S:5][C:6]([C:16]2([OH:19])[CH2:17][CH2:18][C:13]3([O:12][CH2:11][CH2:10][O:9]3)[CH2:14][CH2:15]2)=[CH:7][N:8]=1)([CH3:3])[CH3:2]. Product: C(C)(C)C=1SC(=CN1)C1(CCC2(OCCO2)CC1)O (8-(2-iso-Propyl-thiazol-5-yl)-1,4-dioxa-spiro[4.5]decan-8-ol). Starting materials: C(C)(C)C=1SC=CN1 (2-iso-propyl-thiazole), O1CCOC12CCC(CC2)=O (1,4-dioxa-spiro[4.5]decan-8-one).